This data is from the Open Reaction Database (ORD), a public repository of structured organic reaction records. The task is: describe an organic reaction: reactants, conditions, products, and yield Starting materials: CO, Cc1ccc(C(=O)NC2CC2)cc1-c1ccc2c(S(=O)(=O)c3ccc(F)cc3)nn(COCC[Si](C)(C)C)c2c1, Cl. The product is Cc1ccc(C(=O)NC2CC2)cc1-c1ccc2c(S(=O)(=O)c3ccc(F)cc3)n[nH]c2c1. RXN SMILES: [CH3:42][OH:43].[CH:1]1([NH:4][C:5]([c:6]2[cH:7][c:8](-[c:13]3[cH:14][cH:15][c:16]4[c:17]([S:30](=[O:31])(=[O:32])[c:33]5[cH:34][cH:35][c:36]([F:39])[cH:37][cH:38]5)[n:18][n:19]([CH2:22][O:23][CH2:24][CH2:25][Si:26]([CH3:27])([CH3:28])[CH3:29])[c:20]4[cH:21]3)[c:9]([CH3:12])[cH:10][cH:11]2)=[O:40])[CH2:2][CH2:3]1.[ClH:41]>>[CH:1]1([NH:4][C:5]([c:6]2[cH:7][c:8](-[c:13]3[cH:14][cH:15][c:16]4[c:17]([S:30](=[O:31])(=[O:32])[c:33]5[cH:34][cH:35][c:36]([F:39])[cH:37][cH:38]5)[n:18][nH:19][c:20]4[cH:21]3)[c:9]([CH3:12])[cH:10][cH:11]2)=[O:40])[CH2:2][CH2:3]1. Starting materials: BrC=1C=CC2=C(N(N=C2C1)C1=CC=C(C=C1)F)C(=O)NC (6-bromo-2-(4-fluorophenyl)-N-methyl-2H-indazole-3-carboxamide), B(O)O (boronic acid), C([O-])([O-])=O.[Cs+].[Cs+] (cesium carbonate). The reagents and catalysts are C=1C=CC(=CC1)[P](C=2C=CC=CC2)(C=3C=CC=CC3)[Pd]([P](C=4C=CC=CC4)(C=5C=CC=CC5)C=6C=CC=CC6)([P](C=7C=CC=CC7)(C=8C=CC=CC8)C=9C=CC=CC9)[P](C=1C=CC=CC1)(C=1C=CC=CC1)C=1C=CC=CC1 (tetrakis(triphenylphosphine)palladium). Solvent: C(C)O (ethanol). Conditions: temperature 8 celsius. Yields the product NC=1C=C(C=CC1)C=1C=CC2=C(N(N=C2C1)C1=CC=C(C=C1)F)C(=O)NC (6-(3-aminophenyl)-2-(4-fluorophenyl)-N-methyl-2H-indazole-3-carboxamide). Isolated yield 222.0%. As a reaction SMILES: Br[C:2]1[CH:3]=[CH:4][C:5]2[C:9]([CH:10]=1)=[N:8][N:7]([C:11]1[CH:16]=[CH:15][C:14]([F:17])=[CH:13][CH:12]=1)[C:6]=2[C:18]([NH:20][CH3:21])=[O:19].B(O)O.C(=O)([O-])[O-].[Cs+].[Cs+]>C(O)C.C1C=CC([P]([Pd]([P](C2C=CC=CC=2)(C2C=CC=CC=2)C2C=CC=CC=2)([P](C2C=CC=CC=2)(C2C=CC=CC=2)C2C=CC=CC=2)[P](C2C=CC=CC=2)(C2C=CC=CC=2)C2C=CC=CC=2)(C2C=CC=CC=2)C2C=CC=CC=2)=CC=1>[NH2:7][C:11]1[CH:12]=[C:13]([C:2]2[CH:3]=[CH:4][C:5]3[C:9]([CH:10]=2)=[N:8][N:7]([C:11]2[CH:16]=[CH:15][C:14]([F:17])=[CH:13][CH:12]=2)[C:6]=3[C:18]([NH:20][CH3:21])=[O:19])[CH:14]=[CH:15][CH:16]=1 |f:2.3.4,^1:37,39,58,77|. Reported procedure: A suspension of compound (xvii) (10 mg, 0.03 mmol), boronic acid (5.9 mg, 0.04 mmol), cesium carbonate (14 mg, 0.04 mmol) and tetrakis(triphenylphosphine)palladium (2 mg, 0.001 mmol) in ethanol (2 mL) were degassed and stirred under an atmosphere of nitrogen then heated to 8° C. After 3 h the reaction mixture was concentrated and the residue was partitioned between EtOAc (25 mL) and water (15 mL). The organic layer was separated and the aqueous layer was extracted with EtOAc (3×15 mL). The combi... Reactants: C[C@H]1NCCNC1 ((R)-2-methyl piperazine), BrC1=NC=CC=N1 (2-bromo pyrimidine). Run in C=1(C(=CC=CC1)C)C (xylene). Conditions: time 15 hour. The product is C[C@@H]1CN(CCN1)C1=NC=CC=N1 (2-[(3R)-3-methylpiperazin-1-yl]pyrimidine). Yield: 33.7%. Reaction SMILES: [CH3:1][C@@H:2]1[CH2:7][NH:6][CH2:5][CH2:4][NH:3]1.Br[C:9]1[N:14]=[CH:13][CH:12]=[CH:11][N:10]=1>C1(C)C(C)=CC=CC=1>[CH3:1][C@H:2]1[NH:3][CH2:4][CH2:5][N:6]([C:9]2[N:14]=[CH:13][CH:12]=[CH:11][N:10]=2)[CH2:7]1. Reported procedure: To a solution of (R)-2-methyl piperazine (4.0 g, 40 mmol) in xylene (100 mL) at 140° C. under nitrogen was added 2-bromo pyrimidine (6.36 g, 40 mmol) slowly over a period of 30 min. The heating was continued for additional 15 h and cooled. The solid precipitate was filtered and dried under suction and neutralized with a saturated aqueous solution of sodium bicarbonate. The product was extracted with DCM (2×50 mL), dried and evaporated to afford the title compound as a liquid (2.4 g, 34%). TLC-Ch... The reactants are C(C)(C)N1CCN(CC1)C(=O)C1=CC=C(O1)C=O (5-(4-Isopropyl-piperazine-1-carbonyl)-furan-2-carbaldehyde), Cl.Cl.C(C)(C)N1CCNCC1 (1-isopropyl-piperizine dihydrochloride), TEA, C[N+](=CCl)C.[Cl-] (Vilsmeier reagent), C(=O)C1=CC=C(O1)C(=O)O (5-formyl-2-furancarboxylic acid). Solvent: C(Cl)Cl (DCM), C(Cl)Cl (DCM). Run at temperature 0 celsius, time 1 hour. The product is C(C)(C)N1CCN(CC1)C(=O)C=1OC(=CC1)CN1CCCCC1 ((4-Isopropyl-piperazin-1-yl)-(5-piperidin-1-ylmethyl-furan-2-yl)-methanone). Yield: 87.0%. RXN SMILES: [CH:1]([N:4]1[CH2:9][CH2:8][N:7]([C:10]([C:12]2[O:16][C:15]([CH:17]=O)=[CH:14][CH:13]=2)=[O:11])[CH2:6][CH2:5]1)([CH3:3])[CH3:2].[CH3:19][N+:20]([CH3:23])=CCl.[Cl-].[CH:25]([C:27]1OC(C(O)=O)=C[CH:28]=1)=O.Cl.Cl.C(N1CCNCC1)(C)C>C(Cl)Cl>[CH:1]([N:4]1[CH2:5][CH2:6][N:7]([C:10]([C:12]2[O:16][C:15]([CH2:17][N:20]3[CH2:23][CH2:28][CH2:27][CH2:25][CH2:19]3)=[CH:14][CH:13]=2)=[O:11])[CH2:8][CH2:9]1)([CH3:2])[CH3:3] |f:1.2,4.5.6|. Procedure: 5-(4-Isopropyl-piperazine-1-carbonyl)-furan-2-carbaldehyde. Vilsmeier reagent [(chloromethylene)dimethylammonium chloride, 0.820 g, 6.43 mmol] was suspended in DCM (30 mL) under nitrogen with stirring and cooled to 0° C. To this suspension was added 5-formyl-2-furancarboxylic acid (0.900 g, 6.43 mmol) and the combined mixture was stirred at 0° C. for 30 min. The mixture was warmed to rt, stirred for another 1.5 h, and filtered. The filtrate (containing 5-formyl-furan-2-carbonyl chloride) was set... The reactants are CCOC(=O)Cc1ccc(OC)c(Oc2ccc([N+](=O)[O-])cc2CBr)c1, C1COCCO1, FC(F)(F)CS, [H-], [Na+]. Product: CCOC(=O)Cc1ccc(OC)c(Oc2ccc([N+](=O)[O-])cc2CSCC(F)(F)F)c1. Reaction SMILES: [CH2:1]([CH3:2])[O:3][C:4]([CH2:5][c:6]1[cH:7][c:8]([O:14][c:15]2[c:16]([CH2:24][Br:25])[cH:17][c:18]([N+:21](=[O:22])[O-:23])[cH:19][cH:20]2)[c:9]([O:12][CH3:13])[cH:10][cH:11]1)=[O:26].[CH2:35]1[O:36][CH2:37][CH2:38][O:39][CH2:40]1.[F:27][C:28]([CH2:29][SH:30])([F:31])[F:32].[H-:33].[Na+:34]>>[CH2:1]([CH3:2])[O:3][C:4]([CH2:5][c:6]1[cH:7][c:8]([O:14][c:15]2[c:16]([CH2:24][S:30][CH2:29][C:28]([F:27])([F:31])[F:32])[cH:17][c:18]([N+:21](=[O:22])[O-:23])[cH:19][cH:20]2)[c:9]([O:12][CH3:13])[cH:10][cH:11]1)=[O:26]. The reactants are NC1=C2C(C(=CN(C2=C(C(=C1F)F)F)C1CC1)C(=O)O)=O (5-amino-1-cyclopropyl-6,7,8-trifluoro-1,4-dihydro-4-oxoquinoline-3-carboxylic acid), C(C)OC(=O)N1CC(NCC1)C (1-ethoxycarbonyl-3-methyl-piperazine), Example 1 ( 1 ). Run in CS(=O)C (dimethyl sulfoxide). Reaction conditions: temperature 150 celsius, time 2 hour. Product: NC1=C2C(C(=CN(C2=C(C(=C1F)N1C(CN(CC1)C(=O)OCC)C)F)C1CC1)C(=O)O)=O (5-amino-1-cyclopropyl-6,8-difluoro-7-(4-ethoxycarbonyl-2-methyl-1-piperazinyl)-1,4-dihydro-4-oxoquinoline-3-carboxylic acid). As a reaction SMILES: [NH2:1][C:2]1[C:11]([F:12])=[C:10](F)[C:9]([F:14])=[C:8]2[C:3]=1[C:4](=[O:21])[C:5]([C:18]([OH:20])=[O:19])=[CH:6][N:7]2[CH:15]1[CH2:17][CH2:16]1.[CH2:22]([O:24][C:25]([N:27]1[CH2:32][CH2:31][NH:30][CH:29]([CH3:33])[CH2:28]1)=[O:26])[CH3:23]>CS(C)=O>[NH2:1][C:2]1[C:11]([F:12])=[C:10]([N:30]2[CH2:31][CH2:32][N:27]([C:25]([O:24][CH2:22][CH3:23])=[O:26])[CH2:28][CH:29]2[CH3:33])[C:9]([F:14])=[C:8]2[C:3]=1[C:4](=[O:21])[C:5]([C:18]([OH:20])=[O:19])=[CH:6][N:7]2[CH:15]1[CH2:17][CH2:16]1. Reported procedure: In the same manner as described in Example 1 (1), a mixture of 5-amino-1-cyclopropyl-6,7,8-trifluoro-1,4-dihydro-4-oxoquinoline-3-carboxylic acid, 1-ethoxycarbonyl-3-methyl-piperazine, and dimethyl sulfoxide was stirred at 150° C. for 2 hours to give 5-amino-1-cyclopropyl-6,8-difluoro-7-(4-ethoxycarbonyl-2-methyl-1-piperazinyl)-1,4-dihydro-4-oxoquinoline-3-carboxylic acid, m.p. 220°-225° C.